From a dataset of the Open Reaction Database (ORD), a public repository of structured organic reaction records. describe an organic reaction: reactants, conditions, products, and yield Starting materials: CC(=O)O, CC(C)C(CO)(CO)[N+](=O)[O-], CC(O)C(C)(N)CO. Product: CC(=O)O, CC(C)C(N)(CO)CO. As a reaction SMILES: [C:1]([CH3:2])(=[O:3])[OH:4].[CH:13]([CH3:14])([CH3:15])[C:16]([CH2:17][OH:18])([CH2:19][OH:20])[N+:21]([O-:22])=[O:23].[NH2:5][C:6]([CH3:7])([CH:8]([OH:9])[CH3:10])[CH2:11][OH:12]>>[C:1]([CH3:2])(=[O:3])[OH:4].[CH:13]([CH3:14])([CH3:15])[C:16]([CH2:17][OH:18])([CH2:19][OH:20])[NH2:21]. Reactants: C1CCOC1, COC(=O)c1ccc(Nc2cc(Cl)ncn2)cc1, [Li+], [OH-], O. The product is O=C(O)c1ccc(Nc2cc(Cl)ncn2)cc1. RXN SMILES: [CH2:19]1[O:20][CH2:21][CH2:22][CH2:23]1.[CH3:1][O:2][C:3]([c:4]1[cH:5][cH:6][c:7]([NH:10][c:11]2[n:12][cH:13][n:14][c:15]([Cl:17])[cH:16]2)[cH:8][cH:9]1)=[O:18].[Li+:25].[OH-:24].[OH2:26]>>[O:2]=[C:3]([c:4]1[cH:5][cH:6][c:7]([NH:10][c:11]2[n:12][cH:13][n:14][c:15]([Cl:17])[cH:16]2)[cH:8][cH:9]1)[OH:18]. Starting materials: CCOC(C)=O, Cl, CC(C)(C)OC(=O)NC(CCn1c(Sc2cc3c(cc2Br)OCO3)nc2c(N)ncnc21)C1CCC1. Yields the product Nc1ncnc2c1nc(Sc1cc3c(cc1Br)OCO3)n2CCC(N)C1CCC1. Reaction SMILES: [CH3:38][CH2:39][O:40][C:41]([CH3:42])=[O:43].[ClH:37].[NH2:1][c:2]1[c:3]2[n:4][c:5]([S:26][c:27]3[cH:28][c:29]4[c:30]([cH:34][c:35]3[Br:36])[O:31][CH2:32][O:33]4)[n:6]([CH2:11][CH2:12][CH:13]([CH:14]3[CH2:15][CH2:16][CH2:17]3)[NH:18][C:19](=[O:20])[O:21][C:22]([CH3:23])([CH3:24])[CH3:25])[c:7]2[n:8][cH:9][n:10]1>>[NH2:1][c:2]1[c:3]2[n:4][c:5]([S:26][c:27]3[cH:28][c:29]4[c:30]([cH:34][c:35]3[Br:36])[O:31][CH2:32][O:33]4)[n:6]([CH2:11][CH2:12][CH:13]([CH:14]3[CH2:15][CH2:16][CH2:17]3)[NH2:18])[c:7]2[n:8][cH:9][n:10]1. Reactants: O=S(=O)(c1ccccc1)n1ncc2c(-c3ncc(CBr)o3)cc(Cl)cc21, CC1CNCC(C)O1, ClCCl. Product: CC1CN(Cc2cnc(-c3cc(Cl)cc4c3cnn4S(=O)(=O)c3ccccc3)o2)CC(C)O1. RXN SMILES: [Br:1][CH2:2][c:3]1[cH:4][n:5][c:6](-[c:8]2[c:9]3[cH:10][n:11][n:12]([S:18](=[O:19])(=[O:20])[c:21]4[cH:22][cH:23][cH:24][cH:25][cH:26]4)[c:13]3[cH:14][c:15]([Cl:17])[cH:16]2)[o:7]1.[CH3:27][CH:28]1[O:29][CH:30]([CH3:34])[CH2:31][NH:32][CH2:33]1.[Cl:35][CH2:36][Cl:37]>>[CH2:2]([c:3]1[cH:4][n:5][c:6](-[c:8]2[c:9]3[cH:10][n:11][n:12]([S:18](=[O:19])(=[O:20])[c:21]4[cH:22][cH:23][cH:24][cH:25][cH:26]4)[c:13]3[cH:14][c:15]([Cl:17])[cH:16]2)[o:7]1)[N:32]1[CH2:31][CH:30]([CH3:34])[O:29][CH:28]([CH3:27])[CH2:33]1. Starting materials: CC(=O)O, O=[N+]([O-])c1ccc2cnn(-c3ncc(C(F)(F)F)cc3Cl)c2c1, [Fe], O. Yields the product Nc1ccc2cnn(-c3ncc(C(F)(F)F)cc3Cl)c2c1. RXN SMILES: [CH3:25][C:26](=[O:27])[OH:28].[Cl:1][c:2]1[c:3](-[n:12]2[n:13][cH:14][c:15]3[cH:16][cH:17][c:18]([N+:21]([O-:22])=[O:23])[cH:19][c:20]23)[n:4][cH:5][c:6]([C:8]([F:9])([F:10])[F:11])[cH:7]1.[Fe:29].[OH2:24]>>[Cl:1][c:2]1[c:3](-[n:12]2[n:13][cH:14][c:15]3[cH:16][cH:17][c:18]([NH2:21])[cH:19][c:20]23)[n:4][cH:5][c:6]([C:8]([F:9])([F:10])[F:11])[cH:7]1.